From a dataset of the Open Reaction Database (ORD), a public repository of structured organic reaction records. describe an organic reaction: reactants, conditions, products, and yield Starting materials: Cl.IC(CN1C=NC=C1)CCCCCC (1-(2-iodooctyl)imidazole hydrochloride), ClC1=C(C=CC(=C1)OC)O (2-chloro-4-methoxyphenol), C([O-])([O-])=O.[K+].[K+] (potassium carbonate). Run in CC(=O)C (acetone). The product is Cl.ClC1=C(OC(CCCCCCN2C=NC=C2)C)C=CC(=C1)OC (1-[7-(2-chloro-4-methoxyphenoxy)octyl]imidazole hydrochloride). Reaction SMILES: Cl.I[CH:3]([CH2:10][CH2:11][CH2:12][CH2:13][CH2:14][CH3:15])[CH2:4][N:5]1[CH:9]=[CH:8][N:7]=[CH:6]1.[Cl:16][C:17]1[CH:22]=[C:21]([O:23][CH3:24])[CH:20]=[CH:19][C:18]=1[OH:25].C(=O)([O-])[O-].[K+].[K+]>CC(C)=O>[ClH:16].[Cl:16][C:17]1[CH:22]=[C:21]([O:23][CH3:24])[CH:20]=[CH:19][C:18]=1[O:25][CH:14]([CH3:15])[CH2:13][CH2:12][CH2:11][CH2:10][CH2:3][CH2:4][N:5]1[CH:9]=[CH:8][N:7]=[CH:6]1 |f:0.1,3.4.5,7.8|. Procedure: Combine the product of step (b) (2.5 g) with 2-chloro-4-methoxyphenol (5.2 g) and potassium carbonate (10 g) in acetone (100 ml) and relux for 48 hours. Evaporate the solvent, extract the resultant residue with dichloromethane and purify on a silica gel column, eluting with 100% CH2Cl2 →10% CH3OH/CH2Cl2.